The task is: describe an organic reaction: reactants, conditions, products, and yield. This data is from the Open Reaction Database (ORD), a public repository of structured organic reaction records. The reactants are S1C(NC(C1)=O)=O (2,4-thiazolidinedione), S1C(=CC=C1)C=O (2-thiophenecarboxaldehyde), N1CCCCC1 (piperidine). Run in C(C)O (ethanol). The product is S1C(=CC=C1)C=C1C(NC(S1)=O)=O (5-(2-thienylmethylene)-2,4-thiazolidinedione). The yield is 66.5%. RXN SMILES: [S:1]1[CH2:5][C:4](=[O:6])[NH:3][C:2]1=[O:7].[S:8]1[CH:12]=[CH:11][CH:10]=[C:9]1[CH:13]=O.N1CCCCC1>C(O)C>[S:8]1[CH:12]=[CH:11][CH:10]=[C:9]1[CH:13]=[C:5]1[S:1][C:2](=[O:7])[NH:3][C:4]1=[O:6]. Procedure details: To a solution of 20 g (171 mmol) of 2,4-thiazolidinedione and 16.0 ml (171 mmol) of 2-thiophenecarboxaldehyde in 350 ml of ethanol, 1.68 ml (17.1 mmol) of piperidine was added, and the mixture was heated under reflux for 5 hours. After cooling, the precipitated crystals were filtered and washed with cooled ethanol to give 24.03 g of the desired compound (66.6% yield, pale yellow crystals).